From a dataset of the Open Reaction Database (ORD), a public repository of structured organic reaction records. describe an organic reaction: reactants, conditions, products, and yield The reactants are ClCC(=O)N1CCN(CC1)C1=CC(=C(C=C1)Cl)OC (2-chloro-1-[4-(4-chloro-3-methoxy-phenyl)-piperazin-1-yl]-ethanone), N1CCNCC1 (piperazine), resultant mixture. The solvent is CN1CCCC1=O (NMP). The product is ClC1=C(C=C(C=C1)N1CCN(CC1)C(CN1CCNCC1)=O)OC (1-[4-(4-chloro-3-methoxy-phenyl)-piperazin-1-yl]-2-piperazin-1-yl-ethanone). RXN SMILES: Cl[CH2:2][C:3]([N:5]1[CH2:10][CH2:9][N:8]([C:11]2[CH:16]=[CH:15][C:14]([Cl:17])=[C:13]([O:18][CH3:19])[CH:12]=2)[CH2:7][CH2:6]1)=[O:4].[NH:20]1[CH2:25][CH2:24][NH:23][CH2:22][CH2:21]1>CN1C(=O)CCC1>[Cl:17][C:14]1[CH:15]=[CH:16][C:11]([N:8]2[CH2:9][CH2:10][N:5]([C:3](=[O:4])[CH2:2][N:20]3[CH2:25][CH2:24][NH:23][CH2:22][CH2:21]3)[CH2:6][CH2:7]2)=[CH:12][C:13]=1[O:18][CH3:19]. Procedure: In a 4 mL vial was added 2-chloro-1-[4-(4-chloro-3-methoxy-phenyl)-piperazin-1-yl]-ethanone (1) (200 mg, 0.66 mmol, 1.0 equiv), piperazine (413 mg, 6.60 mmol, 10.00 equiv), and 2.4 mL of NMP. A stir bar was placed in the vial and the vial was then capped. The resultant mixture stirred at 60° C. overnight. The crude product was purified by reversed phase HPLC (acetonitrile —H2O with 0.1% TFA as the eluent) to yield 1-[4-(4-chloro-3-methoxy-phenyl)-piperazin-1-yl]-2-piperazin-1-yl-ethanone (26): H... Reactants: C1CNCCN1, CCSc1cc(=O)c2ccc3ccccc3c2o1, CO. Product: O=c1cc(N2CCNCC2)oc2c1ccc1ccccc12. RXN SMILES: [CH2:19]1[CH2:20][NH:21][CH2:22][CH2:23][NH:24]1.[CH2:1]([S:2][c:4]1[o:5][c:6]2[c:7]3[c:8]([cH:9][cH:10][c:11]2[c:12](=[O:14])[cH:13]1)[cH:15][cH:16][cH:17][cH:18]3)[CH3:3].[CH3:25][OH:26]>>[c:4]1([N:21]2[CH2:20][CH2:19][NH:24][CH2:23][CH2:22]2)[o:5][c:6]2[c:7]3[c:8]([cH:9][cH:10][c:11]2[c:12](=[O:14])[cH:13]1)[cH:15][cH:16][cH:17][cH:18]3. The reactants are C(=CCC)C=1N(C(=C(N1)Cl)CO)CC1=CC=C(C=C1)C1=C(C=CC=C1)C(=O)OC (2-(But-1-en-1-yl)-1-[(2'-carbomethoxybiphenyl-4-yl)methyl]-4-chloro-5-(hydroxymethyl)-imidazole), [Si](C)(C)(C(C)(C)C)Cl (t-butyldimethylsilyl chloride), N1C=NC=C1 (imidazole). Run in CN(C)C=O (DMF). Yields the product C(=CCC)C=1N(C(=C(N1)Cl)CO[Si](C)(C)C(C)(C)C)CC1=CC=C(C=C1)C1=C(C=CC=C1)C(=O)OC (2-(But-1-en-1-yl)-5-t-butyldimethylsilyloxymethyl-1-[(2'-carbomethoxybiphenyl-4-yl)methyl]-4-chloroimidazole). Yield: 83.8%. RXN SMILES: [CH:1]([C:5]1[N:6]([CH2:13][C:14]2[CH:19]=[CH:18][C:17]([C:20]3[CH:25]=[CH:24][CH:23]=[CH:22][C:21]=3[C:26]([O:28][CH3:29])=[O:27])=[CH:16][CH:15]=2)[C:7]([CH2:11][OH:12])=[C:8]([Cl:10])[N:9]=1)=[CH:2][CH2:3][CH3:4].[Si:30](Cl)([C:33]([CH3:36])([CH3:35])[CH3:34])([CH3:32])[CH3:31].N1C=CN=C1>CN(C=O)C>[CH:1]([C:5]1[N:6]([CH2:13][C:14]2[CH:19]=[CH:18][C:17]([C:20]3[CH:25]=[CH:24][CH:23]=[CH:22][C:21]=3[C:26]([O:28][CH3:29])=[O:27])=[CH:16][CH:15]=2)[C:7]([CH2:11][O:12][Si:30]([C:33]([CH3:36])([CH3:35])[CH3:34])([CH3:32])[CH3:31])=[C:8]([Cl:10])[N:9]=1)=[CH:2][CH2:3][CH3:4]. Reported procedure: 2-(But-1-en-1-yl)-1-[(2'-carbomethoxybiphenyl-4-yl)methyl]-4-chloro-5-(hydroxymethyl)-imidazole (1.4 g), t-butyldimethylsilyl chloride (0.55 g), and imidazole (0.5 g) were mixed and stirred in DMF (5 mL) for 18 hours at room temperature. Dilution with ethyl acetate and washing the organic phase with water followed by drying (MgSO4), evaporation of the solvent in vacuo, and flash chromatography in 3:1 hexane/ethyl acetate yielded 1.5 g of a clear oil. NMR (200 MHz, CDCl3) δ7.83 (d, 1H); 7.52 (t, ... Reaction conditions: temperature 80 celsius. Run in C(C)(=O)OC(COC)C (propylene glycol monomethylether acetate), C(C)(=O)OC(COC)C (propylene glycol monomethylether acetate). Reaction SMILES: [C:1]([O:6][CH2:7][C:8]1[CH:13]=[CH:12][CH:11]=[CH:10][CH:9]=1)(=[O:5])[C:2]([CH3:4])=[CH2:3].[C:14]([O:19][CH2:20][CH2:21][OH:22])(=[O:18])[C:15]([CH3:17])=[CH2:16].C(O)(=O)C(C)=C.COC1C=CC(O)=CC=1>C(OC(C)COC)(=O)C>[C:1]([O:6][CH2:7][C:8]1[CH:9]=[CH:10][CH:11]=[CH:12][CH:13]=1)(=[O:5])[C:2]([CH3:4])=[CH2:3].[C:14]([OH:19])(=[O:18])[C:15]([CH3:17])=[CH2:16].[C:14]([O:19][CH2:20][CH2:21][OH:22])(=[O:18])[C:15]([CH3:17])=[CH2:16] |f:5.6.7|. Yields the product C(C(=C)C)(=O)OCC1=CC=CC=C1.C(C(=C)C)(=O)O.C(C(=C)C)(=O)OCCO (benzyl methacrylate methacrylic acid 2-hydroxyethyl methacrylate). The reactants are COC1=CC=C(C=C1)O (p-methoxyphenol), thermal polymerization initiator, C(C(=C)C)(=O)OCC1=CC=CC=C1 (benzyl methacrylate), C(C(=C)C)(=O)OCCO (2-hydroxyethyl methacrylate), C(C(=C)C)(=O)O (methacrylic acid). Procedure: Specifically, 53.0 g (0.300 mol) of benzyl methacrylate, 11.7 g (0.090 mol) of 2-hydroxyethyl methacrylate, 7.92 g (0.110 mol) of methacrylic acid, and 50 g of propylene glycol monomethylether acetate were placed in a 300-ml four-necked flask and stirred at 80° C. under a nitrogen atmosphere. A solution prepared by dissolving 0.3118 g (1.91×10−3 mol) of a thermal polymerization initiator (2,2′-azobisisobutylnitrile (AIBN) in 10 g of propylene glycol monomethylether acetate) was added thereto, an... Reaction SMILES: [C:1]([O:2][C:3](=[O:4])[N:8]1[CH:9]([C:14]([NH2:15])=[O:16])[CH2:10][CH:11]([F:13])[CH2:12]1)([CH3:5])([CH3:6])[CH3:7].[CH2:18]([OH:19])[CH2:20][CH2:21][CH3:22].[ClH:17]>>[NH:8]1[CH:9]([C:14]([NH2:15])=[O:16])[CH2:10][CH:11]([F:13])[CH2:12]1. Yields the product NC(=O)C1CC(F)CN1. The reactants are CC(C)(C)OC(=O)N1CC(F)CC1C(N)=O, CCCCO, Cl. Reactants: CC(=O)C(Cc1ccc(Br)cc1)C(=O)SC(C)(C)C, Nc1cc(O)ccc1Cl. Yields the product CC(=O)C(Cc1ccc(Br)cc1)C(=O)Nc1cc(O)ccc1Cl. RXN SMILES: [C:1]([S:2][C:6]([CH:7]([C:8]([CH3:9])=[O:10])[CH2:11][c:12]1[cH:13][cH:14][c:15]([Br:18])[cH:16][cH:17]1)=[O:19])([CH3:3])([CH3:4])[CH3:5].[NH2:20][c:21]1[cH:22][c:23]([OH:28])[cH:24][cH:25][c:26]1[Cl:27]>>[C:6]([CH:7]([C:8]([CH3:9])=[O:10])[CH2:11][c:12]1[cH:13][cH:14][c:15]([Br:18])[cH:16][cH:17]1)(=[O:19])[NH:20][c:21]1[cH:22][c:23]([OH:28])[cH:24][cH:25][c:26]1[Cl:27].